The task is: describe an organic reaction: reactants, conditions, products, and yield. This data is from the Open Reaction Database (ORD), a public repository of structured organic reaction records. Reactants: [BH4-], COC(=O)C1NC(=O)C1N=[N+]=[N-], [Na+]. Yields the product [N-]=[N+]=NC1C(=O)NC1CO. Reaction SMILES: [BH4-:13].[N:1](=[N+:2]=[N-:3])[CH:4]1[CH:5]([C:9](=[O:10])[O:11][CH3:12])[NH:6][C:7]1=[O:8].[Na+:14]>>[N:1](=[N+:2]=[N-:3])[CH:4]1[CH:5]([CH2:9][OH:10])[NH:6][C:7]1=[O:8]. Reactants: Cc1cc(-c2ccc(Cl)c(C)c2)nc(-n2cnc(I)c2)n1, CC1(C)OB(c2ccc(N)nc2)OC1(C)C. Yields the product Cc1cc(-c2ccc(Cl)c(C)c2)nc(-n2cnc(-c3ccc(N)nc3)c2)n1. As a reaction SMILES: [Cl:1][c:2]1[c:3]([CH3:21])[cH:4][c:5](-[c:8]2[n:9][c:10](-[n:15]3[cH:16][n:17][c:18]([I:20])[cH:19]3)[n:11][c:12]([CH3:14])[cH:13]2)[cH:6][cH:7]1.[NH2:22][c:23]1[n:24][cH:25][c:26]([B:29]2[O:30][C:31]([CH3:32])([CH3:33])[C:34]([CH3:35])([CH3:36])[O:37]2)[cH:27][cH:28]1>>[Cl:1][c:2]1[c:3]([CH3:21])[cH:4][c:5](-[c:8]2[n:9][c:10](-[n:15]3[cH:16][n:17][c:18](-[c:26]4[cH:25][n:24][c:23]([NH2:22])[cH:28][cH:27]4)[cH:19]3)[n:11][c:12]([CH3:14])[cH:13]2)[cH:6][cH:7]1. Starting materials: C(C)OC(=O)C=CC=1C=C(C=CC(=O)OCC)C=C(C1)CC=1C=NC=CC1 (ethyl 3-(2-ethoxycarbonyl-1-ethenyl)-5-(3-pyridylmethyl)cinnamate), C(=O)[O-].[NH4+] (ammonium formate), C(C)O (ethanol). Reagents/catalysts: [Pd] (Palladium on charcoal). Run in O1CCCC1 (tetrahydrofuran). Reaction conditions: temperature 60 celsius. Product: C(C)OC(=O)CCC=1C=C(C=C(C1)CC=1C=NC=CC1)CCC(=O)OCC (Ethyl 3-[3-(2-ethoxycarbonylethyl)-5-(3-pyridylmethyl)phenyl]propanoate). As a reaction SMILES: [CH2:1]([O:3][C:4]([CH:6]=[CH:7][C:8]1[CH:9]=[C:10]([CH:18]=[C:19]([CH2:21][C:22]2[CH:23]=[N:24][CH:25]=[CH:26][CH:27]=2)[CH:20]=1)[CH:11]=[CH:12][C:13]([O:15][CH2:16][CH3:17])=[O:14])=[O:5])[CH3:2].C([O-])=O.[NH4+].C(O)C>[Pd].O1CCCC1>[CH2:1]([O:3][C:4]([CH2:6][CH2:7][C:8]1[CH:9]=[C:10]([CH2:11][CH2:12][C:13]([O:15][CH2:16][CH3:17])=[O:14])[CH:18]=[C:19]([CH2:21][C:22]2[CH:23]=[N:24][CH:25]=[CH:26][CH:27]=2)[CH:20]=1)=[O:5])[CH3:2] |f:1.2|. Procedure: 10% Palladium on charcoal catalyst (1.30 g) was added portionwise to a stirred mixture of ethyl 3-(2-ethoxycarbonyl-1-ethenyl)-5-(3-pyridylmethyl)cinnamate Preparation 13; 13.0 g), ammonium formate (22.44 g), ethanol (100 ml) and tetrahydrofuran (100 ml) at room temperature under an atmosphere of dry nitrogen. The mixture was heated at 60° C. for 2 hours, then cooled and filtered. The filtrate was evaporated under vacuum and the residue partitioned between dichloromethane and water. The aqueous ... Reactants: FC=1C=C(C=CC1F)[C@H]1C(=C(NC(N1C(=O)OC1=CC=C(C=C1)[N+](=O)[O-])=O)COC)C(=O)OC (5-methyl 1-(4-nitrophenyl) (6S)-6-(3,4-difluorophenyl)-4-(methoxymethyl)-2-oxo-3,6-dihydro-1,5(2H)-pyrimidinedicarboxylate), NCCCN1CCC(=CC1)C=1C=C(C=CC1)NC(C)=O (N-{3-[1-(3-aminopropyl)-1,2,3,6-tetrahydro-4-pyridinyl]phenyl}acetamide). Yields the product C(C)(=O)NC=1C=C(C=CC1)C=1CCN(CC1)CCCNC(=O)N1C(NC(=C([C@@H]1C1=CC(=C(C=C1)F)F)C(=O)OC)COC)=O (METHYL (4S)-3-({[3-(4-[3-(ACETYLAMINO)PHENYL]-3,6-DIHYDRO-1(2H)-PYRIDINYL) PROPYL]AMINO}CARBONYL)-4-(3,4-DIFLUOROPHENYL)6-(METHOXYMETHYL)-2-OXO-1,2,3,4-TETRAHYDRO-5-PYRIMIDINE CARBOXYLATE). RXN SMILES: [F:1][C:2]1[CH:3]=[C:4]([C@@H:9]2[N:14]([C:15](OC3C=CC([N+]([O-])=O)=CC=3)=[O:16])[C:13](=[O:27])[NH:12][C:11]([CH2:28][O:29][CH3:30])=[C:10]2[C:31]([O:33][CH3:34])=[O:32])[CH:5]=[CH:6][C:7]=1[F:8].[NH2:35][CH2:36][CH2:37][CH2:38][N:39]1[CH2:44][CH:43]=[C:42]([C:45]2[CH:46]=[C:47]([NH:51][C:52](=[O:54])[CH3:53])[CH:48]=[CH:49][CH:50]=2)[CH2:41][CH2:40]1>>[C:52]([NH:51][C:47]1[CH:46]=[C:45]([C:42]2[CH2:43][CH2:44][N:39]([CH2:38][CH2:37][CH2:36][NH:35][C:15]([N:14]3[C@@H:9]([C:4]4[CH:5]=[CH:6][C:7]([F:8])=[C:2]([F:1])[CH:3]=4)[C:10]([C:31]([O:33][CH3:34])=[O:32])=[C:11]([CH2:28][O:29][CH3:30])[NH:12][C:13]3=[O:27])=[O:16])[CH2:40][CH:41]=2)[CH:50]=[CH:49][CH:48]=1)(=[O:54])[CH3:53]. Procedure: Prepared from the reaction of 5-methyl 1-(4-nitrophenyl) (6S)-6-(3,4-difluorophenyl)-4-(methoxymethyl)-2-oxo-3,6-dihydro-1,5(2H)-pyrimidinedicarboxylate (describe in PCT Publication No. WO 00/37026, published Jun. 29, 2000) and N-{3-[1-(3-aminopropyl)-1,2,3,6-tetrahydro-4-pyridinyl]phenyl}acetamide: 1H NMR δ 8.90 (t, 1H, J=3.6 Hz), 7.75 (s, 1H), 7.50-7.00 (m, 8H), 6.68 (s, 1H), 6.03 (br s, 1H), 4.67 (s, 2H), 3.71 (s, 3H), 3.47 (s, 3H), 3.38 (ABm, 2H), 3.16 (m, 2H), 2.71 (t, 2H, J=5.4 Hz), 2.56 (...